From a dataset of the Open Reaction Database (ORD), a public repository of structured organic reaction records. describe an organic reaction: reactants, conditions, products, and yield Reactants: CS(=O)(=O)C1=CC=C(C(=O)O)C=C1 (4-methanesulfonyl-benzoic acid), C(C(=O)Cl)(=O)Cl (oxalyl chloride), C(C)(C)N(C(C)C)CC (N,N-diisopropylethylamine), NC=1C(=NC=C(C1)Cl)N1CCN(CC1)C(CN1N=C(C=C1C)C)=O (1-[4-(3-amino-5-chloro-pyridin-2-yl)-piperazin-1-yl]-2-(3,5-dimethyl-pyrazol-1-yl)-ethanone). Reagents/catalysts: CN(C=O)C (N,N-dimethylformamide). Solvent: C(Cl)Cl (methylene chloride). Reaction conditions: time 2 hour. Product: ClC=1C=C(C(=NC1)N1CCN(CC1)C(CN1N=C(C=C1C)C)=O)NC(C1=CC=C(C=C1)S(=O)(=O)C)=O (N-(5-Chloro-2-{4-[2-(3,5-dimethyl-pyrazol-1-yl)-acetyl]-piperazin-1-yl}-pyridin-3-yl)-4-methanesulfonyl-benzamide). Isolated yield 36.0%. Reaction SMILES: [CH3:1][S:2]([C:5]1[CH:13]=[CH:12][C:8]([C:9]([OH:11])=O)=[CH:7][CH:6]=1)(=[O:4])=[O:3].C(Cl)(=O)C(Cl)=O.[NH2:20][C:21]1[C:22]([N:28]2[CH2:33][CH2:32][N:31]([C:34](=[O:43])[CH2:35][N:36]3[C:40]([CH3:41])=[CH:39][C:38]([CH3:42])=[N:37]3)[CH2:30][CH2:29]2)=[N:23][CH:24]=[C:25]([Cl:27])[CH:26]=1.C(N(CC)C(C)C)(C)C>C(Cl)Cl.CN(C)C=O>[Cl:27][C:25]1[CH:26]=[C:21]([NH:20][C:9](=[O:11])[C:8]2[CH:7]=[CH:6][C:5]([S:2]([CH3:1])(=[O:3])=[O:4])=[CH:13][CH:12]=2)[C:22]([N:28]2[CH2:33][CH2:32][N:31]([C:34](=[O:43])[CH2:35][N:36]3[C:40]([CH3:41])=[CH:39][C:38]([CH3:42])=[N:37]3)[CH2:30][CH2:29]2)=[N:23][CH:24]=1. Procedure details: To a solution of 4-methanesulfonyl-benzoic acid (0.030 g, (0.150 mmol) in methylene chloride (2 mL) is added oxalyl chloride (0.017 mL, 0.200 mmol) followed by 1 drop of N,N-dimethylformamide. Vigourous bubbling is observed and the reaction mixture is stirred at room temperature for 2 h. The mixture is concentrated under a stream of nitrogen. The residue is dissolved in methylene chloride (2 mL) and 1-[4-(3-amino-5-chloro-pyridin-2-yl)-piperazin-1-yl]-2-(3,5-dimethyl-pyrazol-1-yl)-ethanone (0.04... Reactants: CCCN, CO, O=CO, O=C=NCCCl, O=CC(O)C(O)C(O)C(O)CO, C1CCOC1. Product: CCCN(C(=O)NCCCl)C1OC(CO)C(O)C(O)C1O. As a reaction SMILES: [CH2:13]([CH2:14][CH3:15])[NH2:16].[CH3:23][OH:24].[CH:30]([OH:31])=[O:32].[Cl:17][CH2:18][CH2:19][N:20]=[C:21]=[O:22].[O:1]=[CH:2][CH:3]([OH:4])[CH:5]([OH:6])[CH:7]([OH:8])[CH:9]([OH:10])[CH2:11][OH:12].[O:25]1[CH2:26][CH2:27][CH2:28][CH2:29]1>>[CH:2]1([N:16]([CH2:13][CH2:14][CH3:15])[C:21]([NH:20][CH2:19][CH2:18][Cl:17])=[O:22])[CH:3]([OH:4])[CH:5]([OH:6])[CH:7]([OH:8])[CH:9]([CH2:11][OH:12])[O:10]1. The reactants are CSC(C(=O)O)(C)C1=CC=C(C=C1)NC(C1=C(C=CC=C1)C(=O)O)=O (α-Methylthio-α-(p-(o-carboxybenzoylamino)phenyl)propionic acid). Run in C(C)(=O)O (acetic acid). Product: CSC(C(=O)O)(C)C1=CC=C(C=C1)N1C(C=2C(C1=O)=CC=CC2)=O (α-methylthio-α-(p-phthalimidophenyl)propionic acid). The yield is 96.6%. As a reaction SMILES: [CH3:1][S:2][C:3]([C:8]1[CH:13]=[CH:12][C:11]([NH:14][C:15](=[O:25])[C:16]2[CH:21]=[CH:20][CH:19]=[CH:18][C:17]=2[C:22](O)=[O:23])=[CH:10][CH:9]=1)([CH3:7])[C:4]([OH:6])=[O:5]>C(O)(=O)C>[CH3:1][S:2][C:3]([C:8]1[CH:9]=[CH:10][C:11]([N:14]2[C:15](=[O:25])[C:16]3=[CH:21][CH:20]=[CH:19][CH:18]=[C:17]3[C:22]2=[O:23])=[CH:12][CH:13]=1)([CH3:7])[C:4]([OH:6])=[O:5]. Reported procedure: α-Methylthio-α-(p-(o-carboxybenzoylamino)phenyl)propionic acid (146 mg) was dissolved in 1 ml of acetic acid, and the solution was heated under reflux for 3 hours. Acetic acid was removed under reduced pressure to afford 134 mg of α-methylthio-α-(p-phthalimidophenyl)propionic acid as colorless crystals. As a reaction SMILES: [NH2:1][C:2]1[N+:7]([O-:8])=[C:6]([NH2:9])[N:5]=[C:4]([N:10]([CH2:14][CH:15]=[CH2:16])[CH2:11][CH:12]=[CH2:13])[N:3]=1.C(Cl)Cl.[C:20](Cl)(Cl)=[O:21].[OH-].[Na+]>C1(C)C=CC=CC=1.CO>[NH2:9][C:6]1[N:7]2[O:8][C:20](=[O:21])[N:1]=[C:2]2[N:3]=[C:4]([N:10]([CH2:14][CH:15]=[CH2:16])[CH2:11][CH:12]=[CH2:13])[N:5]=1 |f:3.4|. The product is NC1=NC(=NC=2N1OC(N2)=O)N(CC=C)CC=C (7-amino-5-diallylamino-2H-[1,2,4]oxadiazolo[2,3-a]-s-triazin-2-one). Run in CO (methanol), C1(=CC=CC=C1)C (toluene). Procedure details: 75 g. of 2,4-diamino-6-diallylamino-s-triazine-3-oxide are suspended in 800 ml. of methylene chloride and cooled while stirring to 0° C. At this temperature there are then simultaneously added dropwise within 45 minutes 180 ml. of 20% phosgene in toluene and sufficient 10% sodium hydroxide to hold the pH at 7-7.5. The mixture is subsequently stirred for a further 1 hour. Methylene chloride and methanol are then added in order to dissolve the precipitated product. The two phases are separated and... Reaction conditions: temperature 0 celsius. The reactants are NC1=NC(=NC(=[N+]1[O-])N)N(CC=C)CC=C (2,4-diamino-6-diallylamino-s-triazine-3-oxide), [OH-].[Na+] (sodium hydroxide), C(Cl)Cl (Methylene chloride), C(Cl)Cl (methylene chloride), C(=O)(Cl)Cl (phosgene). Reactants: C1(=CC=CC=C1)C(C1=CC=CC=C1)OC(=O)C12C(=CC3C2(CC2C(CCC2C1(C3)C=O)C)COC31OC2C(O3)OC(C2C(=O)ONCC2=CC=CC=C2)C1O)C(C)C (8a-[[[6-(benzylaminocarboxy) tetrahydro-7-hydroxy-2, 5-methanofuro [2,3-d]-1,3-dioxol-2-yl]oxy]methyl]-4-formyl-4,4a,5,6,7,7a,8,8a-octahydro-7-methyl-3-(1-methylethyl)-1,4-methano-s-indacene-3a(1H)-carboxylic acid diphenylmethyl ester). The reagents and catalysts are [C].[Pd] (palladium-carbon). The solvent is C(C)(=O)OCC (ethyl acetate). Conditions: time 3 hour. Yields the product C(C1=CC=CC=C1)NOC(=O)C1C2OC3OC(OC31)(C2O)OCC23CC1C(CCC1C1(C3(C(=CC2C1)C(C)C)C(=O)O)C=O)C (8a-[[[6-(benzylaminocarboxy)tetrahydro-7-hydroxy-2,5-methanofuro[2,3-d]-1,3-dioxol-2-yl]oxy]methyl]-4-formyl-4,4a,5,6,7,7a,8,8a-octahydro-7-methyl-3-(1-methylethyl)-1,4-methano-s-indacene-3a(1H)-carboxylic acid). Isolated yield 86.3%. As a reaction SMILES: C1(C([O:14][C:15]([C:17]23[C:28]4([CH:30]=[O:31])[CH2:29][CH:20]([C:21]2([CH2:33][O:34][C:35]25[CH:54]([OH:55])[CH:41]6[CH:42]([C:43]([O:45][NH:46][CH2:47][C:48]7[CH:53]=[CH:52][CH:51]=[CH:50][CH:49]=7)=[O:44])[CH:37]([CH:38]([O:40]6)[O:39]2)[O:36]5)[CH2:22][CH:23]2[CH:27]4[CH2:26][CH2:25][CH:24]2[CH3:32])[CH:19]=[C:18]3[CH:56]([CH3:58])[CH3:57])=[O:16])C2C=CC=CC=2)C=CC=CC=1>C(OCC)(=O)C.[C].[Pd]>[CH2:47]([NH:46][O:45][C:43]([CH:42]1[CH:37]2[CH:38]3[O:39][C:35]([O:34][CH2:33][C:21]45[CH:20]6[CH2:29][C:28]([CH:30]=[O:31])([C:17]4([C:15]([OH:16])=[O:14])[C:18]([CH:56]([CH3:58])[CH3:57])=[CH:19]6)[CH:27]4[CH:23]([CH:24]([CH3:32])[CH2:25][CH2:26]4)[CH2:22]5)([CH:54]([OH:55])[CH:41]1[O:40]3)[O:36]2)=[O:44])[C:48]1[CH:53]=[CH:52][CH:51]=[CH:50][CH:49]=1 |f:2.3|. Procedure: 27 mg of compound (78) was dissolved in 2 ml of ethyl acetate and allowed to react in the presence of a catalytic amount of 10% palladium-carbon under stirring under a hydrogen atmosphere at room temperature for 3 hours. The reaction solution was filtered, and the filtrate was concentrated in vacuo. The reaction product was charged onto a silica gel column (Kieselgel 60, Merck, 1.0φ×30 cm) and eluted with chloroform-methanol (20:1). The fraction containing the desired product was concentrated to... The reactants are [BH4-].[Na+] (NaBH4), CN(C)C(=[N+](C)C)ON1C2=C(C=CC=C2)N=N1.[B-](F)(F)(F)F (TBTU), FC1=CC=C(C=C1)N1[C@@H]([C@H](C1=O)SCC(=O)C1=CC=C(C=C1)F)C1=CC=C(OCC(=O)NCC(=O)O)C=C1 (N-{[4-((2R,3R)-1-(4-fluorophenyl)-3-{[2-(4-fluorophenyl)-2-oxoethyl]thio}-4-oxoazetidin-2-yl)phenoxy]acetyl}glycine), CN1CCOCC1 (N-methylmorpholine), N[C@H](CC1=CNC2=CC=CC=C12)C(=O)O (D-tryptophan). The solvent is CO (MeOH), CN(C)C=O (DMF), CS(=O)C (DMSO). Run at time 1 hour. Product: FC1=CC=C(C=C1)N1[C@@H]([C@H](C1=O)SCC(O)C1=CC=C(C=C1)F)C1=CC=C(OCC(=O)NCC(=O)N[C@H](CC2=CNC3=CC=CC=C23)C(=O)O)C=C1 (N-{[4-((2R,3R)-1-(4-fluorophenyl)-3-{[2-(4-fluorophenyl)-2-hydroxyethyl]thio}-4-oxoazetidin-2-yl)phenoxy]acetyl}glycyl-D-tryptophan). As a reaction SMILES: CN(C(ON1N=NC2C=CC=CC1=2)=[N+](C)C)C.[B-](F)(F)(F)F.[F:23][C:24]1[CH:29]=[CH:28][C:27]([N:30]2[C:33](=[O:34])[C@H:32]([S:35][CH2:36][C:37]([C:39]3[CH:44]=[CH:43][C:42]([F:45])=[CH:41][CH:40]=3)=[O:38])[C@H:31]2[C:46]2[CH:60]=[CH:59][C:49]([O:50][CH2:51][C:52]([NH:54][CH2:55][C:56](O)=[O:57])=[O:53])=[CH:48][CH:47]=2)=[CH:26][CH:25]=1.CN1CCOCC1.[NH2:68][C@@H:69]([C:80]([OH:82])=[O:81])[CH2:70][C:71]1[C:79]2[C:74](=[CH:75][CH:76]=[CH:77][CH:78]=2)[NH:73][CH:72]=1.[BH4-].[Na+]>CN(C=O)C.CO.CS(C)=O>[F:23][C:24]1[CH:25]=[CH:26][C:27]([N:30]2[C:33](=[O:34])[C@H:32]([S:35][CH2:36][CH:37]([C:39]3[CH:40]=[CH:41][C:42]([F:45])=[CH:43][CH:44]=3)[OH:38])[C@H:31]2[C:46]2[CH:47]=[CH:48][C:49]([O:50][CH2:51][C:52]([NH:54][CH2:55][C:56]([NH:68][C@@H:69]([C:80]([OH:82])=[O:81])[CH2:70][C:71]3[C:79]4[C:74](=[CH:75][CH:76]=[CH:77][CH:78]=4)[NH:73][CH:72]=3)=[O:57])=[O:53])=[CH:59][CH:60]=2)=[CH:28][CH:29]=1 |f:0.1,5.6|. Procedure: TBTU (0.016 g, 0.051 mmol) was added to a solution of N-{[4-((2R,3R)-1-(4-fluorophenyl)-3-{[2-(4-fluorophenyl)-2-oxoethyl]thio}-4-oxoazetidin-2-yl)phenoxy]acetyl}glycine (0.025 g, 0.046 mmol) and N-methylmorpholine (0.014 g, 0.139 mmol) in DMF (2 ml) at 30° C. After 1 h, DMSO (1 ml) and D-tryptophan (0.019 g, 0.092 mmol) were added. After 10 minutes, the reaction was quenched by the addition of water (1 ml). The mixture was stirred for 10 minutes and MeOH (1 ml) and NaBH4 (0.035 g, 0.925 mmol) w... Reactants: O=C([O-])[O-], O=C(Cl)OCc1ccccc1, [K+], [K+], NCC1CCC(C(=O)O)CC1, C1COCCO1, O. Product: O=C(NCC1CCC(C(=O)O)CC1)OCc1ccccc1. Reaction SMILES: [C:12](=[O:13])([O-:14])[O-:15].[Cl:18][C:19](=[O:20])[O:21][CH2:22][c:23]1[cH:24][cH:25][cH:26][cH:27][cH:28]1.[K+:16].[K+:17].[NH2:1][CH2:2][CH:3]1[CH2:4][CH2:5][CH:6]([C:9](=[O:10])[OH:11])[CH2:7][CH2:8]1.[O:29]1[CH2:30][CH2:31][O:32][CH2:33][CH2:34]1.[OH2:35]>>[NH:1]([CH2:2][CH:3]1[CH2:4][CH2:5][CH:6]([C:9](=[O:10])[OH:11])[CH2:7][CH2:8]1)[C:19](=[O:20])[O:21][CH2:22][c:23]1[cH:24][cH:25][cH:26][cH:27][cH:28]1.